From a dataset of the Open Reaction Database (ORD), a public repository of structured organic reaction records. describe an organic reaction: reactants, conditions, products, and yield The reactants are C(C)[Si](OC1(C=CC(C=C1)=O)C(F)(F)F)(CC)CC (4-triethylsiloxy-4-trifluoromethyl-2,5-cyclohexadien-1-one), [H][H] (hydrogen). Reagents/catalysts: [Pd] (palladium on carbon). Run in C(C)O (ethanol). The product is C(C)[Si](OC1(CCC(CC1)=O)C(F)(F)F)(CC)CC (4-triethylsiloxy-4-trifluoromethylcyclohexanone). As a reaction SMILES: [CH2:1]([Si:3]([CH2:18][CH3:19])([CH2:16][CH3:17])[O:4][C:5]1([C:12]([F:15])([F:14])[F:13])[CH:10]=[CH:9][C:8](=[O:11])[CH:7]=[CH:6]1)[CH3:2].[H][H]>C(O)C.[Pd]>[CH2:16]([Si:3]([CH2:1][CH3:2])([CH2:18][CH3:19])[O:4][C:5]1([C:12]([F:14])([F:13])[F:15])[CH2:6][CH2:7][C:8](=[O:11])[CH2:9][CH2:10]1)[CH3:17]. Reported procedure: A solution of 291 mg of 4-triethylsiloxy-4-trifluoromethyl-2,5-cyclohexadien-1-one in 2 mL of absolute ethanol was treated with a few mg of 5% palladium on carbon, hydrogenated in a Parr shaker for one hour under 50 psig of hydrogen, and filtered. Concentration of the filtrate gave 4-triethylsiloxy-4-trifluoromethylcyclohexanone: 1H NMR (CDCl3) δ 0.45-1.16 (m, 15H), 1.92-2.89 (m, 8H); mass spectrum (70 eV) m/z (relative intensity) 267 (19, M-C2H5), 115 (45), 105 (33), 87 (100), 81 (22), 77 (67),... Reaction SMILES: C(OC([NH:8][C@@H:9]([CH2:27][C:28]([N:30]1[CH2:35][CH2:34][CH2:33][C@@H:32]([C:36]2[N:40]([CH2:41][CH2:42][CH2:43][O:44][CH3:45])[C:39]3[CH:46]=[CH:47][CH:48]=[CH:49][C:38]=3[N:37]=2)[CH2:31]1)=[O:29])[CH2:10][C:11]1[CH:16]=[CH:15][C:14]([C:17]2[CH:22]=[CH:21][C:20]([C:23]([O:25][CH3:26])=[O:24])=[CH:19][CH:18]=2)=[CH:13][CH:12]=1)=O)(C)(C)C.[F:50][C:51]([F:56])([F:55])[C:52]([OH:54])=[O:53]>C(Cl)Cl.CO.CC#N.O>[NH2:8][C@@H:9]([CH2:27][C:28]([N:30]1[CH2:35][CH2:34][CH2:33][C@@H:32]([C:36]2[N:40]([CH2:41][CH2:42][CH2:43][O:44][CH3:45])[C:39]3[CH:46]=[CH:47][CH:48]=[CH:49][C:38]=3[N:37]=2)[CH2:31]1)=[O:29])[CH2:10][C:11]1[CH:16]=[CH:15][C:14]([C:17]2[CH:22]=[CH:21][C:20]([C:23]([O:25][CH3:26])=[O:24])=[CH:19][CH:18]=2)=[CH:13][CH:12]=1.[F:50][C:51]([F:56])([F:55])[C:52]([OH:54])=[O:53]. Procedure: Methyl 4′-((R)-2-(tert-butoxycarbonylamino)-4-((R)-3-(1-(3-methoxypropyl)-1H-benzo[d]imidazol-2-yl)piperidin-1-yl)-4-oxobutyl)biphenyl-4-carboxylate (53A) (0.08 mmol, 0.054 g) was weighed into a 20 mL scintillation vial and dissolved in CH2Cl2 (2 mL). Trifluoroacetic acid (2 mL) was then added and the solution was stirred at room temperature for 2 hrs. The solvent was removed in-vacuo affording a clear colored oil. This oil was re-dissolved in methanol (3 mL), filtered, and then purified by prep... Run at time 2 hour. Solvent: C(Cl)Cl (CH2Cl2), O (water), CC#N (CH3CN), CO (methanol). The reactants are resultant solution, C(C)(C)(C)OC(=O)N[C@H](CC1=CC=C(C=C1)C1=CC=C(C=C1)C(=O)OC)CC(=O)N1C[C@@H](CCC1)C1=NC2=C(N1CCCOC)C=CC=C2 (methyl 4′-((R)-2-(tert-butoxycarbonylamino)-4-((R)-3-(1-(3-methoxypropyl)-1H-benzo[d]imidazol-2-yl)piperidin-1-yl)-4-oxobutyl)biphenyl-4-carboxylate), FC(C(=O)O)(F)F (Trifluoroacetic acid). Yields the product N[C@H](CC1=CC=C(C=C1)C1=CC=C(C=C1)C(=O)OC)CC(=O)N1C[C@@H](CCC1)C1=NC2=C(N1CCCOC)C=CC=C2 (methyl 4′-((R)-2-amino-4-((R)-3-(1-(3-methoxypropyl)-1H-benzo[d]imidazol-2-yl)piperidin-1-yl)-4-oxobutyl)biphenyl-4-carboxylate), FC(C(=O)O)(F)F (trifluoroacetic acid). Reactants: ClCCl, C[Si](C)(C)N=C=O, CC(C)(CC(=O)NC1CCc2ccccc2N(Cc2ccc(-c3ccccc3N)cc2)C1=O)NC(=O)OC(C)(C)C. Product: CC(C)(CC(=O)NC1CCc2ccccc2N(Cc2ccc(-c3ccccc3NC(N)=O)cc2)C1=O)NC(=O)OC(C)(C)C. Reaction SMILES: [CH2:49]([Cl:50])[Cl:51].[CH3:42][Si:43]([CH3:44])([CH3:45])[N:46]=[C:47]=[O:48].[NH2:1][c:2]1[c:3](-[c:8]2[cH:9][cH:10][c:11]([CH2:14][N:15]3[C:16](=[O:41])[CH:17]([NH:26][C:27]([CH2:28][C:29]([CH3:30])([CH3:31])[NH:32][C:33](=[O:34])[O:35][C:36]([CH3:37])([CH3:38])[CH3:39])=[O:40])[CH2:18][CH2:19][c:20]4[c:21]3[cH:22][cH:23][cH:24][cH:25]4)[cH:12][cH:13]2)[cH:4][cH:5][cH:6][cH:7]1>>[NH:1]([c:2]1[c:3](-[c:8]2[cH:9][cH:10][c:11]([CH2:14][N:15]3[C:16](=[O:41])[CH:17]([NH:26][C:27]([CH2:28][C:29]([CH3:30])([CH3:31])[NH:32][C:33](=[O:34])[O:35][C:36]([CH3:37])([CH3:38])[CH3:39])=[O:40])[CH2:18][CH2:19][c:20]4[c:21]3[cH:22][cH:23][cH:24][cH:25]4)[cH:12][cH:13]2)[cH:4][cH:5][cH:6][cH:7]1)[C:47]([NH2:46])=[O:48]. Reactants: O=Cc1ccc(C(=O)O)cc1, CNC, C1CCOC1, O. Yields the product CN(C)C(=O)c1ccc(C=O)cc1. Reaction SMILES: [C:1](=[O:2])([OH:3])[c:4]1[cH:5][cH:6][c:7]([CH:8]=[O:9])[cH:10][cH:11]1.[CH3:17][NH:18][CH3:19].[O:12]1[CH2:13][CH2:14][CH2:15][CH2:16]1.[OH2:20]>>[C:1](=[O:2])([c:4]1[cH:5][cH:6][c:7]([CH:8]=[O:9])[cH:10][cH:11]1)[N:18]([CH3:17])[CH3:19]. Yields the product C1=CC=CC=2CN(CC3=C(C21)C=CC=C3)C(OCCCC)=N (butyl 5,7-dihydro-6H-dibenz[c,e]azepine-6-carboximidate). Procedure: starting from 5,7-dihydro-6H-dibenz[c,e]azepine-6-carbonitrile and n-butanol there is obtained butyl 5,7-dihydro-6H-dibenz[c,e]azepine-6-carboximidate as a resinous product, 1H-NMR(CDCl3): 1.02 (t, CH2CH3), 1.4-2.0 (4H), 4.15 (t, OCH2), 4.27 (s, 4H), 4.57 (broad s, NH), 7.3-7.7 (8H); The reactants are C1=CC=CC=2CN(CC3=C(C21)C=CC=C3)C#N (5,7-dihydro-6H-dibenz[c,e]azepine-6-carbonitrile), C(CCC)O (n-butanol). As a reaction SMILES: [CH:1]1[C:11]2[C:10]3[CH:12]=[CH:13][CH:14]=[CH:15][C:9]=3[CH2:8][N:7]([C:16]#[N:17])[CH2:6][C:5]=2[CH:4]=[CH:3][CH:2]=1.[CH2:18]([OH:22])[CH2:19][CH2:20][CH3:21]>>[CH:1]1[C:11]2[C:10]3[CH:12]=[CH:13][CH:14]=[CH:15][C:9]=3[CH2:8][N:7]([C:16](=[NH:17])[O:22][CH2:18][CH2:19][CH2:20][CH3:21])[CH2:6][C:5]=2[CH:4]=[CH:3][CH:2]=1. Reactants: O=C(O)c1cccnc1Cl, C1COCCO1, OCC(O)CN1CCCNCC1. RXN SMILES: [Cl:13][c:14]1[c:15]([C:16](=[O:17])[OH:18])[cH:19][cH:20][cH:21][n:22]1.[O:23]1[CH2:24][CH2:25][O:26][CH2:27][CH2:28]1.[OH:1][CH:2]([CH2:3][N:4]1[CH2:5][CH2:6][NH:7][CH2:8][CH2:9][CH2:10]1)[CH2:11][OH:12]>>[OH:1][CH:2]([CH2:3][N:4]1[CH2:5][CH2:6][N:7]([c:14]2[c:15]([C:16](=[O:17])[OH:18])[cH:19][cH:20][cH:21][n:22]2)[CH2:8][CH2:9][CH2:10]1)[CH2:11][OH:12]. Yields the product O=C(O)c1cccnc1N1CCCN(CC(O)CO)CC1. Starting materials: [OH-].[Na+] (sodium hydroxide), OC=1C=C(C=CC1O)CC(=O)O (3,4-dihydroxyphenylacetic acid), C(C)(=O)OC=C (vinyl acetate), [H-].[Al+3].[Li+].[H-].[H-].[H-] (lithium aluminum hydride). The reagents and catalysts are [Hg]=O (mercury oxide). The solvent is O (water), O (water), C1(=CC=CC=C1)C (toluene), O1CCCC1 (tetrahydrofuran), O1CCCC1 (tetrahydrofuran), C(C)(=O)OCC (ethyl acetate). Run at time 14 hour. The product is OCCC1=CC2=C(OC(O2)C)C=C1 (5-(2-Hydroxyethyl)-2-methyl-1,3-benzodioxole). Yield: 74.6%. RXN SMILES: [OH:1][C:2]1[CH:3]=[C:4]([CH2:9][C:10]([OH:12])=O)[CH:5]=[CH:6][C:7]=1[OH:8].[C:13](OC=C)(=O)[CH3:14].[H-].[Al+3].[Li+].[H-].[H-].[H-].[OH-].[Na+]>C1(C)C=CC=CC=1.C(OCC)(=O)C.O1CCCC1.[Hg]=O.O>[OH:12][CH2:10][CH2:9][C:4]1[CH:5]=[CH:6][C:7]2[O:8][CH:13]([CH3:14])[O:1][C:2]=2[CH:3]=1 |f:2.3.4.5.6.7,8.9|. Procedure: A suspension of 1.0 g of 3,4-dihydroxyphenylacetic acid, 1.4 g of vinyl acetate, 6 mg of mercury oxide (yellow) and 0.03 ml of boron fluoride/ethyl etherate in 9 ml of toluene was stirred at room temperature for 14 h. The reaction mixture was diluted with ethyl acetate and washed with water and an aqueous common salt solution. The organic layer was dried over magnesium sulfate and the solvent was distilled off. An oil thus obtained was dissolved in 10 ml of tetrahydrofuran and the solution was a... Reactants: CC(C)(CO[Si](C)(C)C(C)(C)C)Cn1cc(S(=O)(=O)N2CCN(C(=O)OC(C)(C)C)C(CO)C2)c2cc(Br)ccc2c1=O, O=C([O-])[O-], Cc1c(F)cc(C(=O)NC2CC2)cc1B1OC(C)(C)C(C)(C)O1, [K+], [K+], CN(C)C=O. The product is Cc1c(F)cc(C(=O)NC2CC2)cc1-c1ccc2c(=O)n(CC(C)(C)CO[Si](C)(C)C(C)(C)C)cc(S(=O)(=O)N3CCN(C(=O)OC(C)(C)C)C(CO)C3)c2c1. As a reaction SMILES: [Br:1][c:2]1[cH:3][c:4]2[c:5]([S:26](=[O:27])(=[O:28])[N:29]3[CH2:30][CH:31]([CH2:42][OH:43])[N:32]([C:35](=[O:36])[O:37][C:38]([CH3:39])([CH3:40])[CH3:41])[CH2:33][CH2:34]3)[cH:6][n:7]([CH2:13][C:14]([CH2:15][O:16][Si:17]([CH3:18])([CH3:19])[C:20]([CH3:21])([CH3:22])[CH3:23])([CH3:24])[CH3:25])[c:8](=[O:12])[c:9]2[cH:10][cH:11]1.[C:67](=[O:68])([O-:69])[O-:70].[CH:44]1([NH:47][C:48]([c:49]2[cH:50][c:51]([F:65])[c:52]([CH3:64])[c:53]([B:55]3[O:56][C:57]([CH3:58])([CH3:59])[C:60]([CH3:61])([CH3:62])[O:63]3)[cH:54]2)=[O:66])[CH2:45][CH2:46]1.[K+:71].[K+:72].[O:73]=[CH:74][N:75]([CH3:76])[CH3:77]>>[c:2]1(-[c:53]2[c:52]([CH3:64])[c:51]([F:65])[cH:50][c:49]([C:48]([NH:47][CH:44]3[CH2:45][CH2:46]3)=[O:66])[cH:54]2)[cH:3][c:4]2[c:5]([S:26](=[O:27])(=[O:28])[N:29]3[CH2:30][CH:31]([CH2:42][OH:43])[N:32]([C:35](=[O:36])[O:37][C:38]([CH3:39])([CH3:40])[CH3:41])[CH2:33][CH2:34]3)[cH:6][n:7]([CH2:13][C:14]([CH2:15][O:16][Si:17]([CH3:18])([CH3:19])[C:20]([CH3:21])([CH3:22])[CH3:23])([CH3:24])[CH3:25])[c:8](=[O:12])[c:9]2[cH:10][cH:11]1. The reactants are NCCN(C[C@@H]1[C@H]([C@H]([C@@H](O1)N1C=NC=2C(N)=NC=NC12)O)O)C (5′-[(2-Aminoethyl)methylamino]-5′-deoxyadenosine), N1(N=CC=C1)C(=N)N (1H-pyrazole-1-carboxamidine), CCN(C(C)C)C(C)C (DIEA). Run in CN(C)C=O (DMF). Run at time 8 hour. Product: N(C(=N)N)CCN(C[C@@H]1[C@H]([C@H]([C@@H](O1)N1C=NC=2C(N)=NC=NC12)O)O)C (5′-Deoxy 5′-[(2-guanidinoethyl)methylamino]adenosine). RXN SMILES: [NH2:1][CH2:2][CH2:3][N:4]([CH3:23])[CH2:5][C@H:6]1[O:10][C@@H:9]([N:11]2[C:20]3[N:19]=[CH:18][N:17]=[C:15]([NH2:16])[C:14]=3[N:13]=[CH:12]2)[C@H:8]([OH:21])[C@@H:7]1[OH:22].[N:24]1([C:29](N)=[NH:30])C=CC=N1.CCN(C(C)C)C(C)C>CN(C=O)C>[NH:1]([CH2:2][CH2:3][N:4]([CH3:23])[CH2:5][C@H:6]1[O:10][C@@H:9]([N:11]2[C:20]3[N:19]=[CH:18][N:17]=[C:15]([NH2:16])[C:14]=3[N:13]=[CH:12]2)[C@H:8]([OH:21])[C@@H:7]1[OH:22])[C:29]([NH2:30])=[NH:24]. Reported procedure: To a stirred solution of 14e (218 mg, 0.67 mmol) and 1H-pyrazole-1-carboxamidine hydrochloride50 (196 mg, 1.34 mmol) in anhydrous DMF (5 mL) was added DIEA (479 mg, 0.65 mL, 3.7 mmol) under nitrogen at 5° C. Stirring was continued at room temperature overnight. The reaction mixture was concentrated to dryness and the product was purified by column chromatography (silica gel 230-400 mesh, elution with 4:1:0.3 chloroform:methanol:NH4OH). The desired fractions were combined, concentrated, and dried...